describe an organic reaction: reactants, conditions, products, and yield From a dataset of the Open Reaction Database (ORD), a public repository of structured organic reaction records. Starting materials: CC(C)(C)OC(=O)N1CCC(C)(C(N)=O)CC1, C1CCOC1, COc1ccc(P2(=S)SP(=S)(c3ccc(OC)cc3)S2)cc1. The product is CC(C)(C)OC(=O)N1CCC(C)(C(N)=S)CC1. Reaction SMILES: [C:1]([CH3:2])([CH3:3])([CH3:4])[O:5][C:6](=[O:7])[N:8]1[CH2:9][CH2:10][C:11]([CH3:14])([C:15]([NH2:16])=[O:17])[CH2:12][CH2:13]1.[CH2:40]1[O:41][CH2:42][CH2:43][CH2:44]1.[CH3:18][O:19][c:20]1[cH:21][cH:22][c:23]([P:24]2(=[S:27])[S:25][P:26]([c:28]3[cH:29][cH:30][c:31]([O:32][CH3:33])[cH:34][cH:35]3)(=[S:36])[S:37]2)[cH:38][cH:39]1>>[C:1]([CH3:2])([CH3:3])([CH3:4])[O:5][C:6](=[O:7])[N:8]1[CH2:9][CH2:10][C:11]([CH3:14])([C:15]([NH2:16])=[S:27])[CH2:12][CH2:13]1. The reactants are (S)-tert-butyl 2-(piperidin-3-yl)acetate, HCl, Cl.O1CCOCC1 (HCl dioxane), BrCC(O)C1=CC=C(C=C1)C1=NOC(=N1)C1=NOC(=C1CCC)C1=CC=CC=C1 (2-bromo-1-(4-(5-(5-phenyl-4-propylisoxazol-3-yl)-1,2,4-oxadiazol-3-yl)phenyl)ethanol), 1C, [OH-].C(CCC)[N+](CCCC)(CCCC)CCCC (tetrabutylammonium hydroxide). Reaction conditions: temperature 80 celsius, time 30 minute. Product: OC(CN1C[C@@H](CCC1)CC(=O)O)C1=CC=C(C=C1)C1=NOC(=N1)C1=NOC(=C1CCC)C1=CC=CC=C1 (((3S)-1-(2-hydroxy-2-(4-(5-(5-phenyl-4-propylisoxazol-3-yl)-1,2,4-oxadiazol-3-yl)phenyl)ethyl)piperidin-3-yl)acetic acid). RXN SMILES: Cl.[O:2]1[CH2:7][CH2:6]OCC1.[OH-:8].C([N+:13]([CH2:22][CH2:23][CH2:24][CH3:25])([CH2:18]CCC)CCCC)CCC.Br[CH2:27][CH:28]([C:30]1[CH:35]=[CH:34][C:33]([C:36]2[N:40]=[C:39]([C:41]3[C:45]([CH2:46][CH2:47][CH3:48])=[C:44]([C:49]4[CH:54]=[CH:53][CH:52]=[CH:51][CH:50]=4)[O:43][N:42]=3)[O:38][N:37]=2)=[CH:32][CH:31]=1)[OH:29]>>[OH:29][CH:28]([C:30]1[CH:35]=[CH:34][C:33]([C:36]2[N:40]=[C:39]([C:41]3[C:45]([CH2:46][CH2:47][CH3:48])=[C:44]([C:49]4[CH:54]=[CH:53][CH:52]=[CH:51][CH:50]=4)[O:43][N:42]=3)[O:38][N:37]=2)=[CH:32][CH:31]=1)[CH2:27][N:13]1[CH2:18][CH2:25][CH2:24][C@@H:23]([CH2:6][C:7]([OH:2])=[O:8])[CH2:22]1 |f:0.1,2.3|. Procedure: To (S)-tert-butyl 2-(piperidin-3-yl)acetate, HCl (31.1 mg, 0.132 mmol) was added 4M HCl/dioxane (3 mL) and the reaction mixture was stirred for 30 minutes. Next, the reaction mixture was concentrated in vacuo and dried. This crude material was dissolved in DMSO (2 mL) and tetrabutylammonium hydroxide (0.198 mL, 0.198 mmol) was added. The reaction mixture was stirred for 30 minutes, followed by the addition of 2-bromo-1-(4-(5-(5-phenyl-4-propylisoxazol-3-yl)-1,2,4-oxadiazol-3-yl)phenyl)ethanol, P... Starting materials: CC(C)(C)O[Al](OC(C)(C)C)OC(C)(C)C, C1CCOC1, COc1cc(C#N)ccc1C(=O)O, ClCCl, [H-], [Li+], O=S(Cl)Cl. Yields the product COc1cc(C#N)ccc1C=O. As a reaction SMILES: [C:19]([O:20][Al:21]([O:22][C:23]([CH3:24])([CH3:25])[CH3:26])[O:27][C:28]([CH3:29])([CH3:30])[CH3:31])([CH3:32])([CH3:33])[CH3:34].[CH2:36]1[O:37][CH2:38][CH2:39][CH2:40]1.[CH3:5][O:6][c:7]1[c:8]([C:9](=[O:10])[OH:11])[cH:12][cH:13][c:14]([C:16]#[N:17])[cH:15]1.[Cl:41][CH2:42][Cl:43].[H-:18].[Li+:35].[S:1]([Cl:2])([Cl:3])=[O:4]>>[CH3:5][O:6][c:7]1[c:8]([CH:9]=[O:10])[cH:12][cH:13][c:14]([C:16]#[N:17])[cH:15]1.